describe an organic reaction: reactants, conditions, products, and yield From a dataset of the Open Reaction Database (ORD), a public repository of structured organic reaction records. Starting materials: ClC1=CC=C(C(=O)N(C2=C(C=CC=C2C)C)CCCC(=O)O)C=C1 (N-(p-chlorobenzoyl)-4-(2,6-dimethylanilino)butyric acid), N[C@@H](C)C(=O)OC (methyl L-alaninate). Yields the product ClC1=CC=C(C(=O)N(C2=C(C=CC=C2C)C)CCCC(=O)N[C@@H](C)C(=O)OC)C=C1 (methyl N-[N-(p-chlorobenzoyl)-4-(2,6dimethylanilino)butyryl]-L-alaninate). RXN SMILES: [Cl:1][C:2]1[CH:24]=[CH:23][C:5]([C:6]([N:8]([CH2:17][CH2:18][CH2:19][C:20](O)=[O:21])[C:9]2[C:14]([CH3:15])=[CH:13][CH:12]=[CH:11][C:10]=2[CH3:16])=[O:7])=[CH:4][CH:3]=1.[NH2:25][C@H:26]([C:28]([O:30][CH3:31])=[O:29])[CH3:27]>>[Cl:1][C:2]1[CH:24]=[CH:23][C:5]([C:6]([N:8]([CH2:17][CH2:18][CH2:19][C:20]([NH:25][C@H:26]([C:28]([O:30][CH3:31])=[O:29])[CH3:27])=[O:21])[C:9]2[C:10]([CH3:16])=[CH:11][CH:12]=[CH:13][C:14]=2[CH3:15])=[O:7])=[CH:4][CH:3]=1. Procedure details: Analogously to Example 1, by using equivalent quantities, reacting N-(p-chlorobenzoyl)-4-(2,6-dimethylanilino)butyric acid and methyl L-alaninate and suitable processing produces methyl N-[N-(p-chlorobenzoyl)-4-(2,6dimethylanilino)butyryl]-L-alaninate (M.P. 91° to 92°), saponification of which and processing of the reaction product yields N-[N-(p-chlorobenzoyl)-4-(2,6-dimethylanilino)butyryl]-L-alanine (M.P. 159° to 161°). Reactants: CC(CS(=O)(=O)c1ccccc1)C1CCC2C3=CC=C4CC(O[Si](C)(C)C(C)(C)C)CC(O[Si](C)(C)C(C)(C)C)C4(C)C3CCC21C, CC(C)(CC=O)OC1CCCCO1, CCOCC, CCCCCC, CC(C)[N-]C(C)C, CC(C)NC(C)C, [Cl-], [Li+], [Li]CCCC, [NH4+], C1CCOC1. Product: CC(C1CCC2C3=CC=C4CC(O[Si](C)(C)C(C)(C)C)CC(O[Si](C)(C)C(C)(C)C)C4(C)C3CCC21C)C(C(O)CC(C)(C)OC1CCCCO1)S(=O)(=O)c1ccccc1. Reaction SMILES: [CH3:1][CH:2]([CH2:3][S:4](=[O:5])(=[O:6])[c:7]1[cH:8][cH:9][cH:10][cH:11][cH:12]1)[CH:13]1[CH2:14][CH2:15][CH:16]2[C:17]3=[CH:18][CH:19]=[C:20]4[CH2:21][CH:22]([O:40][Si:41]([CH3:42])([CH3:43])[C:44]([CH3:45])([CH3:46])[CH3:47])[CH2:23][CH:24]([O:32][Si:33]([CH3:34])([CH3:35])[C:36]([CH3:37])([CH3:38])[CH3:39])[C:25]4([CH3:26])[CH:27]3[CH2:28][CH2:29][C:30]12[CH3:31].[CH3:68][C:69]([CH2:70][CH:71]=[O:72])([CH3:73])[O:74][CH:75]1[O:76][CH2:77][CH2:78][CH2:79][CH2:80]1.[CH3:88][CH2:89][O:90][CH2:91][CH3:92].[CH3:93][CH2:94][CH2:95][CH2:96][CH2:97][CH3:98].[CH:48]([N-:49][CH:50]([CH3:51])[CH3:52])([CH3:53])[CH3:54].[CH:61]([NH:62][CH:63]([CH3:64])[CH3:65])([CH3:66])[CH3:67].[Cl-:81].[Li+:55].[Li:56][CH2:57][CH2:58][CH2:59][CH3:60].[NH4+:82].[O:83]1[CH2:84][CH2:85][CH2:86][CH2:87]1>>[CH3:1][CH:2]([CH:3]([S:4](=[O:5])(=[O:6])[c:7]1[cH:8][cH:9][cH:10][cH:11][cH:12]1)[CH:71]([CH2:70][C:69]([CH3:68])([CH3:73])[O:74][CH:75]1[O:76][CH2:77][CH2:78][CH2:79][CH2:80]1)[OH:72])[CH:13]1[CH2:14][CH2:15][CH:16]2[C:17]3=[CH:18][CH:19]=[C:20]4[CH2:21][CH:22]([O:40][Si:41]([CH3:42])([CH3:43])[C:44]([CH3:45])([CH3:46])[CH3:47])[CH2:23][CH:24]([O:32][Si:33]([CH3:34])([CH3:35])[C:36]([CH3:37])([CH3:38])[CH3:39])[C:25]4([CH3:26])[CH:27]3[CH2:28][CH2:29][C:30]12[CH3:31]. Reactants: FC(C(=O)C(F)(F)F)(F)F (hexafluoroacetone), CC(C=C)C (3-methylbut-1-ene). Run at temperature 125 celsius. Yields the product OC(CC=C(C)C)(C(F)(F)F)C(F)(F)F (5-hydroxy-2-methyl-6,6,6-trifluoro-5-trifluoromethylhex-2-ene). Reaction SMILES: [F:1][C:2]([F:10])([F:9])[C:3]([C:5]([F:8])([F:7])[F:6])=[O:4].[CH3:11][CH:12]([CH3:15])[CH:13]=[CH2:14]>>[OH:4][C:3]([C:5]([F:8])([F:7])[F:6])([C:2]([F:10])([F:9])[F:1])[CH2:14][CH:13]=[C:12]([CH3:15])[CH3:11]. Reported procedure: A stirred mixture of hexafluoroacetone (235 g) and 3-methylbut-1-ene (100 g) was heated at 125° C. under a pressure of 17 atmospheres for a period of 20 hours. Distillation of the product mixture under reduced pressure yielded 5-hydroxy-2-methyl-6,6,6-trifluoro-5-trifluoromethylhex-2-ene as a mobile colourless liquid, b.p. 43° C./15 mm Hg. The reactants are C(C1=CC=CC=C1)(C1=CC=CC=C1)N (benzhydrylamine), C[Si](C)(C)CCl (trimethylsilylmethyl chloride). Run in C(C)#N (acetonitrile). Product: C1(=CC=CC=C1)C(NC[Si](C)(C)C)C1=CC=CC=C1 (diphenyl-N-((trimethylsilyl)methyl)methanamine). The yield is 29.8%. RXN SMILES: [CH:1]([NH2:14])([C:8]1[CH:13]=[CH:12][CH:11]=[CH:10][CH:9]=1)[C:2]1[CH:7]=[CH:6][CH:5]=[CH:4][CH:3]=1.[CH3:15][Si:16]([CH2:19]Cl)([CH3:18])[CH3:17]>C(#N)C>[C:2]1([CH:1]([C:8]2[CH:9]=[CH:10][CH:11]=[CH:12][CH:13]=2)[NH:14][CH2:15][Si:16]([CH3:19])([CH3:18])[CH3:17])[CH:7]=[CH:6][CH:5]=[CH:4][CH:3]=1. Procedure details: A mixture of benzhydrylamine (25 g, 136.4 mmol) and trimethylsilylmethyl chloride (8.39 g, 68.4 mmol) in acetonitrile (105 ml) was refluxed overnight. Then the mixture was concentrated under vacuum at 70° C. with a rotary evaporator to remove all volatiles. The white residue was mixed with n-heptane (150 ml) and filtered over a glass filter. The salt residue was washed with n-heptane (2×25 ml). The combined heptane filtrates were concentrated under vacuum to give the crude product as a clear, sl... Starting materials: OC1COC(CBr)OCC1O, CC1(C)OC2COC(CBr)OCC2O1, CCC=O. Product: CC1OC2COC(CBr)OCC2O1. As a reaction SMILES: [Br:15][CH2:16][CH:17]1[O:18][CH2:19][CH:20]([OH:21])[CH:22]([OH:23])[CH2:24][O:25]1.[Br:1][CH2:2][CH:3]1[O:4][CH2:5][CH:6]2[O:7][C:8]([CH3:13])([CH3:14])[O:9][CH:10]2[CH2:11][O:12]1.[CH:26](=[O:27])[CH2:28][CH3:29]>>[Br:1][CH2:2][CH:3]1[O:4][CH2:5][CH:6]2[O:7][CH:8]([CH3:13])[O:9][CH:10]2[CH2:11][O:12]1. Reactants: CCOC(=O)C=Cc1ccc(Oc2cc(F)cc(OC)c2)cc1C, CCOC(C)=O. Product: CCOC(=O)CCc1ccc(Oc2cc(F)cc(OC)c2)cc1C. Reaction SMILES: [CH2:1]([CH3:2])[O:3][C:4]([CH:5]=[CH:6][c:7]1[c:8]([CH3:23])[cH:9][c:10]([O:13][c:14]2[cH:15][c:16]([F:22])[cH:17][c:18]([O:20][CH3:21])[cH:19]2)[cH:11][cH:12]1)=[O:24].[CH3:25][CH2:26][O:27][C:28](=[O:29])[CH3:30]>>[CH2:1]([CH3:2])[O:3][C:4]([CH2:5][CH2:6][c:7]1[c:8]([CH3:23])[cH:9][c:10]([O:13][c:14]2[cH:15][c:16]([F:22])[cH:17][c:18]([O:20][CH3:21])[cH:19]2)[cH:11][cH:12]1)=[O:24]. The reactants are C1(=CC=CC=C1)S(=O)(=O)N1C=CC=2C1=NC=C(C2N[C@@H]2CC[C@H](CC2)C#N)[N+](=O)[O-] (trans 4-(1-benzenesulfonyl-5-nitro-1H-pyrrolo[2,3-b]pyridin-4-ylamino)-cyclohexanecarbonitrile), [Cl-].[NH4+] (ammonium chloride). The reagents and catalysts are [Fe] (iron). Solvent: C(C)O (ethanol), O (water). The product is NC=1C(=C2C(=NC1)N(C=C2)S(=O)(=O)C2=CC=CC=C2)N[C@@H]2CC[C@H](CC2)C#N (trans 4-(5-amino-1-benzenesulfonyl-1H-pyrrolo[2,3-b]pyridin-4-ylamino)-cyclohexanecarbonitrile). Isolated yield 96.6%. RXN SMILES: [C:1]1([S:7]([N:10]2[C:14]3=[N:15][CH:16]=[C:17]([N+:28]([O-])=O)[C:18]([NH:19][C@H:20]4[CH2:25][CH2:24][C@H:23]([C:26]#[N:27])[CH2:22][CH2:21]4)=[C:13]3[CH:12]=[CH:11]2)(=[O:9])=[O:8])[CH:6]=[CH:5][CH:4]=[CH:3][CH:2]=1.[Cl-].[NH4+]>C(O)C.O.[Fe]>[NH2:28][C:17]1[C:18]([NH:19][C@H:20]2[CH2:21][CH2:22][C@H:23]([C:26]#[N:27])[CH2:24][CH2:25]2)=[C:13]2[CH:12]=[CH:11][N:10]([S:7]([C:1]3[CH:6]=[CH:5][CH:4]=[CH:3][CH:2]=3)(=[O:9])=[O:8])[C:14]2=[N:15][CH:16]=1 |f:1.2|. Procedure: A suspension of trans 4-(1-benzenesulfonyl-5-nitro-1H-pyrrolo[2,3-b]pyridin-4-ylamino)-cyclohexanecarbonitrile (5.00 g, 11.8 mmol), iron powder (−325 mesh, 2.59 g, 47.0 mmol) and ammonium chloride (3.74 g, 70.5 mmol) in a mixture of ethanol and water (3:1, 400 mL) was mechanically stirred at reflux for 4 hours. The cooled mixture was filtered through Celite®. The filtrate was concentrated under vacuum to low volume and the residue extracted into DCM (3×). The combined extracts were washed with w...